Task: describe an organic reaction: reactants, conditions, products, and yield. Dataset: the Open Reaction Database (ORD), a public repository of structured organic reaction records The reactants are CNc1ccc(CN2CCN(C(=O)OC(C)(C)C)C(C)C2)cc1, Fc1cccc(C2CCNCC2)c1, CC1CN(Cc2ccc(N(C)C(=O)N3CCC(c4ccc(F)cc4)CC3)cc2)CCN1C(=O)OC(C)(C)C. Yields the product CC1CN(Cc2ccc(N(C)C(=O)N3CCC(c4cccc(F)c4)CC3)cc2)CCN1C(=O)OC(C)(C)C. Reaction SMILES: [CH3:1][CH:2]1[CH2:3][N:4]([CH2:5][c:6]2[cH:7][cH:8][c:9]([NH:10][CH3:11])[cH:12][cH:13]2)[CH2:14][CH2:15][N:16]1[C:17]([O:18][C:19]([CH3:20])([CH3:21])[CH3:22])=[O:23].[F:24][c:25]1[cH:26][c:27]([CH:31]2[CH2:32][CH2:33][NH:34][CH2:35][CH2:36]2)[cH:28][cH:29][cH:30]1.[F:37][c:38]1[cH:39][cH:40][c:41]([CH:42]2[CH2:43][CH2:44][N:45]([C:50](=[O:51])[N:52]([c:53]3[cH:54][cH:55][c:56]([CH2:59][N:60]4[CH2:61][CH:62]([CH3:73])[N:63]([C:66](=[O:67])[O:68][C:69]([CH3:70])([CH3:71])[CH3:72])[CH2:64][CH2:65]4)[cH:57][cH:58]3)[CH3:74])[CH2:46][CH2:47]2)[cH:48][cH:49]1>>[F:24][c:25]1[cH:26][c:27]([CH:31]2[CH2:32][CH2:33][N:34]([C:50](=[O:51])[N:52]([c:53]3[cH:54][cH:55][c:56]([CH2:59][N:60]4[CH2:61][CH:62]([CH3:73])[N:63]([C:66](=[O:67])[O:68][C:69]([CH3:70])([CH3:71])[CH3:72])[CH2:64][CH2:65]4)[cH:57][cH:58]3)[CH3:74])[CH2:35][CH2:36]2)[cH:28][cH:29][cH:30]1. Starting materials: NCC1=NC=CC=C1 (2-amino methyl pyridine), C(#N)NC(OC=1C=C(C=CC1)C)=N (1-cyano-2-(3-tolyl)pseudourea). Solvent: C(C)(C)O (isopropanol). Product: C(#N)NC(=N)NCC1=NC=CC=C1 (1-Cyano-3-(2-pyridylmethyl)guanidine). Isolated yield 40.4%. Reaction SMILES: [NH2:1][CH2:2][C:3]1[CH:8]=[CH:7][CH:6]=[CH:5][N:4]=1.[C:9]([NH:11][C:12](=[NH:21])OC1C=C(C)C=CC=1)#[N:10]>C(O)(C)C>[C:9]([NH:11][C:12]([NH:1][CH2:2][C:3]1[CH:8]=[CH:7][CH:6]=[CH:5][N:4]=1)=[NH:21])#[N:10]. Procedure details: A mixture of 2-amino methyl pyridine (10.91 g) and 1-cyano-2-(3-tolyl)pseudourea (17.52 g) in 250 ml of isopropanol is stirred at reflux under a nitrogen atmosphere for 5 hours. The reaction mixture is allowed to cool to room temperature and the solvent is removed in vacuo. The dark green residual oil is stirred in 250 ml of diethyl ether. The resultant solid is collected and washed with ether, and ground to a paste in 100 ml of diethyl ether. The solid is filtered, washed with ether and dried i... The reactants are BrCC1=CC=C(C(=O)O)C=C1 (p-Bromomethyl benzoic acid). The solvent is COC(Cl)Cl (α,α dichloromethyl methyl ether). Conditions: temperature -20 celsius, time 1 hour. Product: C(C)(C)(C)OC(C1=CC=C(C=C1)CBr)=O (tert-butyl-4-(bromomethyl)benzoate). The yield is 979.1%. As a reaction SMILES: [Br:1][CH2:2][C:3]1[CH:11]=[CH:10][C:6]([C:7]([OH:9])=[O:8])=[CH:5][CH:4]=1>COC(Cl)Cl>[C:3]([O:8][C:7](=[O:9])[C:6]1[CH:10]=[CH:11][C:3]([CH2:2][Br:1])=[CH:4][CH:5]=1)([CH3:11])([CH3:4])[CH3:2]. Procedure: p-Bromomethyl benzoic acid (8.1 g) was refluxed with α,α dichloromethyl methyl ether (50 mL) for 1 h. The reaction mixture was evaporated to dryness, co-distilled with toluene twice and pumped under high vacuum. To the acid chloride redissolved in THF (100 mL) at −78° C. was added potassium tert-butoxide 1M in THF (30 mL) dropwise. Then temperature was raised to −20° C. and stirred for 1 h. The reaction mixture was quenched with NH4OAc and extracted with EtOAc. The organic phase was dried over N...